From a dataset of the Open Reaction Database (ORD), a public repository of structured organic reaction records. describe an organic reaction: reactants, conditions, products, and yield The reactants are O=[N+]([O-])CBr, CNC, O=Cc1ccccc1, Cl, [F-], [K+], O. The product is O=[N+]([O-])C(Cl)=Cc1ccccc1. RXN SMILES: [Br:9][CH2:10][N+:11](=[O:12])[O-:13].[CH3:15][NH:16][CH3:17].[CH:1](=[O:2])[c:3]1[cH:4][cH:5][cH:6][cH:7][cH:8]1.[ClH:14].[F-:18].[K+:19].[OH2:20]>>[CH:1]([c:3]1[cH:4][cH:5][cH:6][cH:7][cH:8]1)=[C:10]([N+:11](=[O:12])[O-:13])[Cl:14]. Starting materials: Cl (hydrochloric acid), C([O-])(O)=O.[Na+] (sodium bicarbonate), CC1=C(N)C(=CC=C1)C (2,6-dimethylaniline), ICl (iodine monochloride). The solvent is CO (methanol). Reaction conditions: time 3 hour. Yields the product Cl.IC1=CC(=C(C(=C1)C)N)C (4-Iodo-2,6-dimethylbenzenamine hydrochloride). Reaction SMILES: C(=O)(O)[O-].[Na+].[CH3:6][C:7]1[CH:13]=[CH:12][CH:11]=[C:10]([CH3:14])[C:8]=1[NH2:9].[I:15][Cl:16].Cl>CO>[ClH:16].[I:15][C:12]1[CH:11]=[C:10]([CH3:14])[C:8]([NH2:9])=[C:7]([CH3:6])[CH:13]=1 |f:0.1,6.7|. Procedure details: To a suspension of sodium bicarbonate (126 g, 1500 mmol) and 2,6-dimethylaniline (61.5 mL, 500 mmol) in methanol (700 mL) was added iodine monochloride (1.0 M in dichloromethane, 550 mL, 550 mmol) at room temperature over 1 h. After addition was complete, stirring was continued for 3 h. The reaction was filtered to remove excess sodium bicarbonate and the solvent removed in vacuo. The residue was redissolved in diethyl ether (1.5 L) and treated with hydrochloric acid (2M in ether, 375 mL, 750 mm... The reactants are COc1ccc(C(Cl)=NS(=O)(=O)C=Cc2ccc(Cl)c(Cl)c2)cc1OC, N, c1ccccc1. The product is COc1ccc(C(=N)NS(=O)(=O)C=Cc2ccc(Cl)c(Cl)c2)cc1OC. RXN SMILES: [Cl:2][c:3]1[cH:4][c:5]([CH:6]=[CH:7][S:8](=[O:9])(=[O:10])[N:11]=[C:12]([c:13]2[cH:14][c:15]([O:21][CH3:22])[c:16]([O:19][CH3:20])[cH:17][cH:18]2)[Cl:23])[cH:24][cH:25][c:26]1[Cl:27].[NH3:1].[cH:28]1[cH:29][cH:30][cH:31][cH:32][cH:33]1>>[NH:1]=[C:12]([NH:11][S:8]([CH:7]=[CH:6][c:5]1[cH:4][c:3]([Cl:2])[c:26]([Cl:27])[cH:25][cH:24]1)(=[O:9])=[O:10])[c:13]1[cH:14][c:15]([O:21][CH3:22])[c:16]([O:19][CH3:20])[cH:17][cH:18]1.